From a dataset of the Open Reaction Database (ORD), a public repository of structured organic reaction records. describe an organic reaction: reactants, conditions, products, and yield Starting materials: P(=O)([O-])([O-])[O-].[K+].[K+].[K+] (potassium phosphate), COC=1C=CC=C(C1C=2C=CC=CC2P(C3CCCCC3)C4CCCCC4)OC (S-phos), FC(S(=O)(=O)OC1=C(C=C(C(=O)OC)C=C1)C1(CCCC1)C=C)(F)F (Methyl 4-(trifluoromethylsulfonyloxy)-3-(1-vinylcyclopentyl)benzoate), FC=1C(=CC(=NC1)OC)B(O)O (5-fluoro-2-methoxypyridin-4-ylboronic acid). The reagents and catalysts are C(C)(=O)[O-].[Pd+2].C(C)(=O)[O-] (palladium acetate). The solvent is CN(C)C=O (DMF). Run at temperature 90 celsius. Product: FC=1C(=CC(=NC1)OC)C1=C(C=C(C(=O)OC)C=C1)C1(CCCC1)C=C (Methyl 4-(5-fluoro-2-methoxypyridin-4-yl)-3-(1-vinylcyclopentyl)benzoate). RXN SMILES: FC(F)(F)S(O[C:7]1[CH:16]=[CH:15][C:10]([C:11]([O:13][CH3:14])=[O:12])=[CH:9][C:8]=1[C:17]1([CH:22]=[CH2:23])[CH2:21][CH2:20][CH2:19][CH2:18]1)(=O)=O.[F:26][C:27]1[C:28](B(O)O)=[CH:29][C:30]([O:33][CH3:34])=[N:31][CH:32]=1.P([O-])([O-])([O-])=O.[K+].[K+].[K+].COC1C=CC=C(OC)C=1C1C=CC=CC=1P(C1CCCCC1)C1CCCCC1>CN(C=O)C.C([O-])(=O)C.[Pd+2].C([O-])(=O)C>[F:26][C:27]1[C:28]([C:7]2[CH:16]=[CH:15][C:10]([C:11]([O:13][CH3:14])=[O:12])=[CH:9][C:8]=2[C:17]2([CH:22]=[CH2:23])[CH2:21][CH2:20][CH2:19][CH2:18]2)=[CH:29][C:30]([O:33][CH3:34])=[N:31][CH:32]=1 |f:2.3.4.5,8.9.10|. Procedure details: The reaction mixture of methyl 4-(trifluoromethylsulfonyloxy)-3-(1-vinylcyclopentyl)benzoate 26.4 (0.29 g, 0.8 mmol), 5-fluoro-2-methoxypyridin-4-ylboronic acid (0.2 g, 1.0 mmol) (commercially available from Sigma-Aldrich, St. Louis, Mo., USA), potassium phosphate (0.5 g, 2.0 mmol), S-phos (0.06 g, 0.2 mmol) and palladium acetate (0.02 g, 0.08 mmol) in DMF (1.5 mL) was purged with nitrogen three times. The resulting mixture was heated at 90° C. for 2 hours. After work up, the product was purifie... Starting materials: S(=O)([O-])S(=O)[O-].[Na+].[Na+] (sodium dithionite), COC=1C(C=C(C(C1OC)=O)C)=O (2,3-dimethoxy-5-methyl-1,4-benzoquinone). The solvent is O (water), C(C)OCC (diethyl ether). Reaction conditions: time 15 minute. Yields the product CC1=CC(=C(C(=C1O)OC)OC)O (2,3-dimethoxy-5-methyl-1,4-hydroquinone). Isolated yield 91.3%. Reaction SMILES: S(S([O-])=O)([O-])=O.[Na+].[Na+].[CH3:9][O:10][C:11]1[C:12](=[O:21])[CH:13]=[C:14]([CH3:20])[C:15](=[O:19])[C:16]=1[O:17][CH3:18]>O.C(OCC)C>[CH3:20][C:14]1[C:15]([OH:19])=[C:16]([O:17][CH3:18])[C:11]([O:10][CH3:9])=[C:12]([OH:21])[CH:13]=1 |f:0.1.2|. Procedure: A solution of sodium dithionite (95.4 g, 0.548 mols) in water (330 ml) was added to a solution of 2,3-dimethoxy-5-methyl-1,4-benzoquinone (50 g, 0.274 mols) in diethyl ether (330 ml), and shaken for 15 minutes. The ether layer was washed with a saturated aqueous sodium chloride solution, then dried and concentrated in vacuo. The resulting crystals were washed with hexane to obtain 2,3-dimethoxy-5-methyl-1,4-hydroquinone (46.1 g). Reactants: CCO, CC1(c2ccnc(Cn3cc([N+](=O)[O-])cn3)c2)OCCO1, [Cl-], [Fe], N#N, [NH4+], O. Product: CC1(c2ccnc(Cn3cc(N)cn3)c2)OCCO1. As a reaction SMILES: [CH3:26][CH2:27][OH:28].[CH3:3][C:4]1([c:9]2[cH:10][c:11]([CH2:15][n:16]3[n:17][cH:18][c:19]([N+:21]([O-:22])=[O:23])[cH:20]3)[n:12][cH:13][cH:14]2)[O:5][CH2:6][CH2:7][O:8]1.[Cl-:24].[Fe:30].[N:1]#[N:2].[NH4+:25].[OH2:29]>>[CH3:3][C:4]1([c:9]2[cH:10][c:11]([CH2:15][n:16]3[n:17][cH:18][c:19]([NH2:21])[cH:20]3)[n:12][cH:13][cH:14]2)[O:5][CH2:6][CH2:7][O:8]1. The reactants are O=C([O-])O, ClCCl, OCCCc1ccc(C#Cc2ccc(-c3ccc(Cl)cc3)cn2)cn1, [Na+], c1ccncc1. Product: O=CCCc1ccc(C#Cc2ccc(-c3ccc(Cl)cc3)cn2)cn1. Reaction SMILES: [C:32](=[O:33])([OH:34])[O-:35].[Cl:37][CH2:38][Cl:39].[Cl:7][c:8]1[cH:9][cH:10][c:11](-[c:14]2[cH:15][cH:16][c:17]([C:20]#[C:21][c:22]3[cH:23][cH:24][c:25]([CH2:28][CH2:29][CH2:30][OH:31])[n:26][cH:27]3)[n:18][cH:19]2)[cH:12][cH:13]1.[Na+:36].[cH:1]1[cH:2][cH:3][n:4][cH:5][cH:6]1>>[Cl:7][c:8]1[cH:9][cH:10][c:11](-[c:14]2[cH:15][cH:16][c:17]([C:20]#[C:21][c:22]3[cH:23][cH:24][c:25]([CH2:28][CH2:29][CH:30]=[O:31])[n:26][cH:27]3)[n:18][cH:19]2)[cH:12][cH:13]1. Reactants: CCN(C(C)C)C(C)C (DIEA), C(C)(C)(C)OC(=O)N1C2CC(CC1CC2)=C(C#N)C(=O)O (3-(carboxy-cyano-methylene)-8-aza-bicyclo[3.2.1]octane-8-carboxylic acid tert-butyl ester), BrC=1C(=C(SC1Cl)Cl)S(=O)(=O)N (4-bromo-2,5-dichloro-thiophene-3-sulfonamide). Reagents/catalysts: CN(C)C=1C=CN=CC1 (DMAP). Solvent: CN(C)C=O (DMF), CC(=O)N(C)C (DMA). Reaction conditions: time 48 hour. Yields the product C(C)(C)(C)OC(=O)N1C2CC(CC1CC2)=C(C(=O)NS(=O)(=O)C2=C(SC(=C2Br)Cl)Cl)C#N (3-[2-(4-Bromo-2,5-dichloro-thiophene-3-sulfonylamino)-1-cyano-2-oxo-ethylidene]-8-aza-bicyclo[3.2.1]octane-8-carboxylic acid tert-butyl ester). RXN SMILES: CCN(C(C)C)C(C)C.[C:10]([O:14][C:15]([N:17]1[CH:22]2[CH2:23][CH2:24][CH:18]1[CH2:19][C:20](=[C:25]([C:28]([OH:30])=O)[C:26]#[N:27])[CH2:21]2)=[O:16])([CH3:13])([CH3:12])[CH3:11].[Br:31][C:32]1[C:33]([S:39]([NH2:42])(=[O:41])=[O:40])=[C:34]([Cl:38])[S:35][C:36]=1[Cl:37]>CN(C=O)C.CN(C1C=CN=CC=1)C.CC(N(C)C)=O>[C:10]([O:14][C:15]([N:17]1[CH:22]2[CH2:23][CH2:24][CH:18]1[CH2:19][C:20](=[C:25]([C:26]#[N:27])[C:28]([NH:42][S:39]([C:33]1[C:32]([Br:31])=[C:36]([Cl:37])[S:35][C:34]=1[Cl:38])(=[O:40])=[O:41])=[O:30])[CH2:21]2)=[O:16])([CH3:11])([CH3:12])[CH3:13]. Procedure: 120 μl of DIEA are added to a solution of 102 mg of 3-(carboxy-cyano-methylene)-8-aza-bicyclo[3.2.1]octane-8-carboxylic acid tert-butyl ester, 162 mg of 4-bromo-2,5-dichloro-thiophene-3-sulfonamide, 583 μl of PPA in DMF (50%) and 43 mg of DMAP in 4 ml of DMA, and the mixture obtained is stirred at RT for 48 hours. From the mixture obtained solvent is removed in vacuo and the residue obtained is subjected to preparative HPLC on an RP-18 column. 3-[2-(4-Bromo-2,5-dichloro-thiophene-3-sulfonylamino...